The task is: describe an organic reaction: reactants, conditions, products, and yield. This data is from the Open Reaction Database (ORD), a public repository of structured organic reaction records. Starting materials: [Cl-].C1(CCCCC1)PC1CCCCC1 (dicyclohexylphosphine chloride), O (water), [Li]CCCC (n-BuLi), Br[C-]1C=CC=C1.[C-]1(C=CC=C1)Br.[Fe+2] (1,1′-dibromoferrocene). Solvent: C1CCOC1 (THF), CCCCCC (hexane). Conditions: temperature -50 celsius, time 1.5 hour. Product: C1(CCCCC1)P([C-]1C=CC=C1)C1CCCCC1.Br[C-]1C=CC=C1.[Fe+2] (1-dicyclohexylphosphino-1′-bromoferrocene). The yield is 84.0%. Reaction SMILES: [Li]CCCC.Br[C-:7]1[CH:11]=[CH:10][CH:9]=[CH:8]1.[C-:12]1([Br:17])[CH:16]=[CH:15][CH:14]=[CH:13]1.[Fe+2:18].[Cl-].[CH:20]1([PH:26][CH:27]2[CH2:32][CH2:31][CH2:30][CH2:29][CH2:28]2)[CH2:25][CH2:24][CH2:23][CH2:22][CH2:21]1.O>C1COCC1.CCCCCC>[CH:27]1([P:26]([CH:20]2[CH2:21][CH2:22][CH2:23][CH2:24][CH2:25]2)[C-:7]2[CH:11]=[CH:10][CH:9]=[CH:8]2)[CH2:28][CH2:29][CH2:30][CH2:31][CH2:32]1.[Br:17][C-:12]1[CH:16]=[CH:15][CH:14]=[CH:13]1.[Fe+2:18] |f:1.2.3,4.5,9.10.11|. Reported procedure: 120 ml (0.3 mol) of n-BuLi (2.5 M in hexane) are added dropwise to a solution of 103 g (0.3 mol) of 1,1′-dibromoferrocene in 300 ml of THF at a temperature of <−30° C. The mixture is stirred at this temperature for a further 1.5 hours. It is then cooled to −50° C. and 66.2 ml (0.3 mol) of dicyclohexylphosphine chloride are added dropwise at such a rate that the temperature does not exceed −45° C. After stirring the mixture for a further 10 minutes, the temperature is allowed to rise to room temp... Reactants: CC=1N=CNC1 (4-Methylimidazole), [N+](=O)(O)[O-] (nitric acid), S(O)(O)(=O)=O (sulfuric acid). Run in ice water. Run at temperature 100 celsius, time 2 hour. Product: CC=1N=CNC1[N+](=O)[O-] (4-methyl-5-nitroimidazole). Isolated yield 41.6%. Reaction SMILES: [CH3:1][C:2]1[N:3]=[CH:4][NH:5][CH:6]=1.[N+:7]([O-])([OH:9])=[O:8].S(=O)(=O)(O)O>>[CH3:1][C:2]1[N:3]=[CH:4][NH:5][C:6]=1[N+:7]([O-:9])=[O:8]. Procedure details: 4-Methylimidazole (10 g, 0.12 moles), was cooled in a flask, and fuming nitric acid (11 ml, 0.24 moles) was added dropwise. This was followed by the addition of sulfuric acid (11 ml). The reaction was then heated with stirring at 100° C. for 21/2 hours. The cooled reaction mixture was then added to 500 ml of ice water, and the precipitate was filtered off. The filtrate was neutralized with ammonium hydroxide, and filtered again. The combined precipitates were then recrystallized from water to gi... Yields the product O=S(=O)(Oc1ccccc1)c1cccc(-c2ccsc2)n1. Starting materials: O=S(=O)(Oc1ccccc1)c1cccc(Br)n1, CN1CCCC1=O, ClCCl, [Na+], [Na+], O=C([O-])[O-], O, OB(O)c1ccsc1. RXN SMILES: [Br:1][c:2]1[cH:3][cH:4][cH:5][c:6]([S:8](=[O:9])(=[O:10])[O:11][c:12]2[cH:13][cH:14][cH:15][cH:16][cH:17]2)[n:7]1.[CH3:35][N:36]1[CH2:37][CH2:38][CH2:39][C:40]1=[O:41].[Cl:26][CH2:27][Cl:28].[Na+:29].[Na+:30].[O-:31][C:32](=[O:33])[O-:34].[OH2:42].[s:18]1[cH:19][c:20]([B:23]([OH:24])[OH:25])[cH:21][cH:22]1>>[c:2]1(-[c:20]2[cH:19][s:18][cH:22][cH:21]2)[cH:3][cH:4][cH:5][c:6]([S:8](=[O:9])(=[O:10])[O:11][c:12]2[cH:13][cH:14][cH:15][cH:16][cH:17]2)[n:7]1. Isolated yield 10.6%. Yields the product CO\N=C(\C(=O)OC)/C1=C(C=CC=C1C)CBr (Methyl E-2-Bromomethyl-6-Methylphenylglyoxylate O-methyl Oxime). Solvent: C(Cl)(Cl)(Cl)Cl (CCl4). Reactants: BrN1C(CCC1=O)=O (N-bromosuccinimide), 2,2-azobisisobutyronitrile, CO\N=C(\C(=O)OC)/C1=C(C=CC=C1C)C (methyl E-2,6-dimethylphenylglyoxylate O-methyl oxime). Procedure: A mixture of N-bromosuccinimide (11 g, 0.596 mol), 2,2-azobisisobutyronitrile (89 mg, 0.540 mol) and methyl E-2,6-dimethylphenylglyoxylate O-methyl oxime (12 g, 0.542 mol) in CCl4 (200 mL) was refluxed for 4 hours under 300 W lamp. The cooled reaction mixture was filtered, concentrated in vacuo to give the product (17.2 g, 100%) which was used in the next reaction without further purification: RXN SMILES: [Br:1]N1C(=O)CCC1=O.[CH3:9][O:10]/[N:11]=[C:12](\[C:17]1[C:22]([CH3:23])=[CH:21][CH:20]=[CH:19][C:18]=1[CH3:24])/[C:13]([O:15][CH3:16])=[O:14]>C(Cl)(Cl)(Cl)Cl>[CH3:9][O:10]/[N:11]=[C:12](\[C:17]1[C:22]([CH3:23])=[CH:21][CH:20]=[CH:19][C:18]=1[CH2:24][Br:1])/[C:13]([O:15][CH3:16])=[O:14]. Starting materials: BrC1=C(CCSCC(=O)OC)C=CC=C1 (methyl 2-((2-bromophenethyl)thio)acetate), ClN1C(CCC1=O)=O (1-chloropyrrolidine-2,5-dione). The solvent is C(Cl)(Cl)(Cl)Cl (carbon tetrachloride). Reaction conditions: time 2.5 hour. The product is COC(C(Cl)SCCC1=C(C=CC=C1)Br)=O (Methyl-2-((2-bromophenethyl)thio)-2-chloroacetate). Isolated yield 97.0%. RXN SMILES: [Br:1][C:2]1[CH:15]=[CH:14][CH:13]=[CH:12][C:3]=1[CH2:4][CH2:5][S:6][CH2:7][C:8]([O:10][CH3:11])=[O:9].[Cl:16]N1C(=O)CCC1=O>C(Cl)(Cl)(Cl)Cl>[CH3:11][O:10][C:8](=[O:9])[CH:7]([S:6][CH2:5][CH2:4][C:3]1[CH:12]=[CH:13][CH:14]=[CH:15][C:2]=1[Br:1])[Cl:16]. Reported procedure: A mixture of methyl 2-((2-bromophenethyl)thio)acetate (4.4 g), 1-chloropyrrolidine-2,5-dione (2 g) and carbon tetrachloride (2.4 g) was stirred on ice-bath for 2.5 hrs, filtrated and evaporated to yield the title compound (4.7 g). The reactants are FC(C1=CC=C(C=C1)C1=CC=C(S1)C(C)=O)(F)F (1-(5-(4-(trifluoromethyl)phenyl)thien-2-yl)ethanone), ClC1=C(C=O)C=CC(=C1)O (2-chloro-4-hydroxybenzaldehyde). The product is ClC1=C(C=CC(=C1)O)C=CC(=O)C=1SC(=CC1)C1=CC=C(C=C1)C(F)(F)F (3-(2-Chloro-4-hydroxyphenyl)-1-(5-(4-(trifluoromethyl) phenyl)thien-2-yl)prop-2-en-1-one). RXN SMILES: [F:1][C:2]([F:18])([F:17])[C:3]1[CH:8]=[CH:7][C:6]([C:9]2[S:13][C:12]([C:14](=[O:16])[CH3:15])=[CH:11][CH:10]=2)=[CH:5][CH:4]=1.[Cl:19][C:20]1[CH:27]=[C:26]([OH:28])[CH:25]=[CH:24][C:21]=1[CH:22]=O>>[Cl:19][C:20]1[CH:27]=[C:26]([OH:28])[CH:25]=[CH:24][C:21]=1[CH:22]=[CH:15][C:14]([C:12]1[S:13][C:9]([C:6]2[CH:5]=[CH:4][C:3]([C:2]([F:17])([F:1])[F:18])=[CH:8][CH:7]=2)=[CH:10][CH:11]=1)=[O:16]. Procedure: 3-(2-Chloro-4-hydroxyphenyl)-1-(5-(4-(trifluoromethyl) phenyl)thien-2-yl)prop-2-en-1-one is prepared from 1-(5-(4-(trifluoromethyl)phenyl)thien-2-yl)ethanone and 2-chloro-4-hydroxybenzaldehyde according to general procedure B. The evaporation residue is purified by silica-gel chromatography. Reactants: C(C1=CC=CO1)N1C(C=C2N1C1=C(C(N2C2=CC=CC=C2)=O)C=NC2=C1C=NN2)C (1-furfuryl-2-methyl-4-phenyl-4H-pyrazolo-[1,5-a]pyrazolo[4',3':5,6]pyrido[3,4-e]pyrimidin-5(8H)-one), COCCOCCOC (diethyleneglycol dimethyl ether), [Se](=O)=O (selenium dioxide). Reaction conditions: time 2 hour. Product: CC1=NN2C(N(C(C3=C2C2=C(N=C3)NN=C2)=O)C2=CC=CC=C2)=C1 (2-Methyl-4-phenyl-4H-pyrazolo[1,5-a]pyrazolo[4',3':5,6]-pyrido[3,4-e]pyrimidin-5(8H)-one). Reaction SMILES: C([N:7]1[N:11]2[C:12]3[C:26]4[CH:27]=[N:28][NH:29][C:25]=4[N:24]=[CH:23][C:13]=3[C:14](=[O:22])[N:15]([C:16]3[CH:21]=[CH:20][CH:19]=[CH:18][CH:17]=3)[C:10]2=[CH:9][CH:8]1[CH3:30])C1OC=CC=1.COCCOCCOC.[Se](=O)=O>>[CH3:30][C:8]1[CH:9]=[C:10]2[N:15]([C:16]3[CH:21]=[CH:20][CH:19]=[CH:18][CH:17]=3)[C:14](=[O:22])[C:13]3[CH:23]=[N:24][C:25]4[NH:29][N:28]=[CH:27][C:26]=4[C:12]=3[N:11]2[N:7]=1. Procedure details: 0.01 mol. of 1-furfuryl-2-methyl-4-phenyl-4H-pyrazolo-[1,5-a]pyrazolo[4',3':5,6]pyrido[3,4-e]pyrimidin-5(8H)-one is heated in 50 ml. of diethyleneglycol dimethyl ether containing 0.01 mol. of selenium dioxide at reflux temperature with stirring for two hours. The mixture is filtered hot and evaporated to dryness. Crystalline 2-methyl-4-phenyl-4H-pyrazolo[1,5-a]pyrazolo[4',3':5,6]pyrido[3,4-e]pyrimidin-5(8H)-one remains.